This data is from the Open Reaction Database (ORD), a public repository of structured organic reaction records. The task is: describe an organic reaction: reactants, conditions, products, and yield Starting materials: [Al+3], O=C(NCC1C2(CCCC1(c1ccccc1)c1ccccc1)OCCO2)c1ccccc1, [H-], [H-], [H-], [H-], [Li+], C1CCOC1, O. Yields the product c1ccc(CNCC2C3(CCCC2(c2ccccc2)c2ccccc2)OCCO3)cc1. RXN SMILES: [Al+3:34].[C:1]([c:2]1[cH:3][cH:4][cH:5][cH:6][cH:7]1)(=[O:8])[NH:9][CH2:10][CH:11]1[C:12]2([O:13][CH2:14][CH2:15][O:16]2)[CH2:17][CH2:18][CH2:19][C:20]1([c:21]1[cH:22][cH:23][cH:24][cH:25][cH:26]1)[c:27]1[cH:28][cH:29][cH:30][cH:31][cH:32]1.[H-:33].[H-:36].[H-:37].[H-:38].[Li+:35].[O:40]1[CH2:41][CH2:42][CH2:43][CH2:44]1.[OH2:39]>>[CH2:1]([c:2]1[cH:3][cH:4][cH:5][cH:6][cH:7]1)[NH:9][CH2:10][CH:11]1[C:12]2([O:13][CH2:14][CH2:15][O:16]2)[CH2:17][CH2:18][CH2:19][C:20]1([c:21]1[cH:22][cH:23][cH:24][cH:25][cH:26]1)[c:27]1[cH:28][cH:29][cH:30][cH:31][cH:32]1. Starting materials: C(C)(=O)OCC=CC1=CC(=C(C=C1)Cl)Cl (3-(3,4-dichlorophenyl)-2-propene-1-ol acetate), Cl[Si](CC)(CC)CC (chlorotriethylsilane), C1CCOC1 (THF), C[Si](C)(C)[N-][Si](C)(C)C.[K+] (potassium bis(trimethylsilyl)amide). Conditions: temperature 23 celsius. The product is ClC=1C=C(C=CC1Cl)C(CC(=O)O)C=C (3-(3,4-dichlorophenyl)-4-pentenoic acid). Yield: 89.0%. As a reaction SMILES: C([O:4][CH2:5][CH:6]=[CH:7][C:8]1[CH:13]=[CH:12][C:11]([Cl:14])=[C:10]([Cl:15])[CH:9]=1)(=O)C.Cl[Si]([CH2:22][CH3:23])(CC)CC.C[Si]([N-][Si](C)(C)C)(C)C.[K+].C1C[O:37]CC1>>[Cl:15][C:10]1[CH:9]=[C:8]([CH:7]([CH:22]=[CH2:23])[CH2:6][C:5]([OH:4])=[O:37])[CH:13]=[CH:12][C:11]=1[Cl:14] |f:2.3|. Reported procedure: Treat a solution of the product of step 3 (15 g, 61 mmol, dried by azeotropic distillation with toluene, 1×50 mL) in dry THF (250 mL) at -78° C. with chlorotriethylsilane (20.2 mL, 120 mmol, 2.0 eq) rapidly followed by the addition of potassium bis(trimethylsilyl)amide (183 mL, 91.5 mmol, 1.5 eq of 0.5M in toluene) via addition funnel over 50 min. Allow the mixture to warm to 23° C. and heat to reflux for 3 h. Gradually cool the solution overnight, then quench with saturated NH4Cl (150 mL). Stir... Procedure details: A mixture of 103.9 g (485 mmol) of ethyl naphthalene-1-acetate and 430 ml of ethyl carbonate is stirred at 105° C., and a solution of sodium ethoxide (11 g (478 mmol) of sodium in 255 ml of absolute ethanol) is then added in such a way that the ethanol distils in the course of the introduction. The mixture is heated for a further 15 min. to distil the maximum amount of ethanol, the flask is rapidly cooled and the mixture is poured onto 300 g of crushed ice and 20 ml of concentrated hydrochloric ... As a reaction SMILES: [C:1]1([CH2:11][C:12]([O:14][CH2:15][CH3:16])=[O:13])[C:10]2[C:5](=[CH:6][CH:7]=[CH:8][CH:9]=2)[CH:4]=[CH:3][CH:2]=1.[C:17](=O)([O-:21])[O:18][CH2:19][CH3:20].[O-]CC.[Na+].[Na]>C(O)C>[C:1]1([CH:11]([C:17]([O:18][CH2:19][CH3:20])=[O:21])[C:12]([O:14][CH2:15][CH3:16])=[O:13])[C:10]2[C:5](=[CH:6][CH:7]=[CH:8][CH:9]=2)[CH:4]=[CH:3][CH:2]=1 |f:2.3,^1:26|. Run at temperature 105 celsius. Starting materials: C1(=CC=CC2=CC=CC=C12)CC(=O)OCC (ethyl naphthalene-1-acetate), C(OCC)([O-])=O (ethyl carbonate), [O-]CC.[Na+] (sodium ethoxide), [Na] (sodium). The solvent is C(C)O (ethanol). The product is C1(=CC=CC2=CC=CC=C12)C(C(=O)OCC)C(=O)OCC (Diethyl 2-(naphthalen-1-yl)propanedioate). Reactants: O=C1CCC(=O)N1Br, Cc1cnc(F)c(Br)c1, O=C(OOC(=O)c1ccccc1)c1ccccc1, ClC(Cl)(Cl)Cl. Product: Fc1ncc(CBr)cc1Br. Reaction SMILES: [Br:1][N:2]1[C:3](=[O:4])[CH2:5][CH2:6][C:7]1=[O:8].[Br:27][c:28]1[c:29]([F:35])[n:30][cH:31][c:32]([CH3:34])[cH:33]1.[C:9]([O:10][O:11][C:12](=[O:13])[c:14]1[cH:15][cH:16][cH:17][cH:18][cH:19]1)(=[O:20])[c:21]1[cH:22][cH:23][cH:24][cH:25][cH:26]1.[Cl:36][C:37]([Cl:38])([Cl:39])[Cl:40]>>[Br:1][CH2:34][c:32]1[cH:31][n:30][c:29]([F:35])[c:28]([Br:27])[cH:33]1. Starting materials: O1CCC2=C1C=CC(=C2)CCCC(=O)O (4-(2,3-Dihydro-5-benzofuranyl)butanoic acid), Cl.NO (hydroxylamine hydrochloride), C(C)(=O)[O-].[Na+] (sodium acetate). Run in C(C)O (ethanol), O (water). Yields the product O1C2=C(CC1)C=C1CCCC(C1=C2)=NO (2,3,5,6,7,8-Hexahydronaphtho[2,3-b]furan-8-one oxime). Reaction SMILES: [O:1]1[C:5]2[CH:6]=[CH:7][C:8]([CH2:10][CH2:11][CH2:12][C:13](O)=O)=[CH:9][C:4]=2[CH2:3][CH2:2]1.Cl.[NH2:17][OH:18].C([O-])(=O)C.[Na+]>C(O)C.O>[O:1]1[CH2:2][CH2:3][C:4]2[CH:9]=[C:8]3[C:7](=[CH:6][C:5]1=2)[C:13](=[N:17][OH:18])[CH2:12][CH2:11][CH2:10]3 |f:1.2,3.4|. Reported procedure: A mixture containing 46 g of the compound of Example 1, 60 g of hydroxylamine hydrochloride and 60 g of anhydrous sodium acetate in 410 ml of ethanol is brought to reflux for 5 hours. The mixture is then cooled and diluted with water, extracted with methylene chloride, dried and evaporated to dryness. The dry residue is recrystallized in ethanol. Starting materials: C1(=CC=CC=C1)OP(=O)(OC1=CC=CC=C1)OC1=CC=CC=C1 (Triphenylphosphate), COC1=C(CN(C([C@H](C)NC(C(F)(F)F)=O)=O)C[C@H](C)O)C=CC(=C1)OC ((2S, 2S)-N-(2,4-Dimethoxy-benzyl)-N-(2-hydroxypropyl)-2-(2,2,2-trifluoroacetylamino)-propionamide), N(=NC(=O)OCC)C(=O)OCC (diethyl azodicarboxylate). Solvent: O1CCCC1 (tetrahydrofuran). Reaction conditions: time 8 hour. Product: COC1=C(CN2C([C@@H](N([C@@H](C2)C)C(C(F)(F)F)=O)C)=O)C=CC(=C1)OC ((3S, 5R)-1-(2,4-dimethoxy-benzyl)-3,5-dimethyl-4-trifluoroacetyl-piperazin-2-one). The yield is 43.1%. Reaction SMILES: [CH3:1][O:2][C:3]1[CH:25]=[C:24]([O:26][CH3:27])[CH:23]=[CH:22][C:4]=1[CH2:5][N:6]([CH2:18][C@@H:19](O)[CH3:20])[C:7](=[O:17])[C@@H:8]([NH:10][C:11](=[O:16])[C:12]([F:15])([F:14])[F:13])[CH3:9].C1(OP(OC2C=CC=CC=2)(OC2C=CC=CC=2)=O)C=CC=CC=1.N(C(OCC)=O)=NC(OCC)=O>O1CCCC1>[CH3:1][O:2][C:3]1[CH:25]=[C:24]([O:26][CH3:27])[CH:23]=[CH:22][C:4]=1[CH2:5][N:6]1[CH2:18][C@@H:19]([CH3:20])[N:10]([C:11](=[O:16])[C:12]([F:14])([F:13])[F:15])[C@@H:8]([CH3:9])[C:7]1=[O:17]. Procedure details: (2S, 2S)-N-(2,4-Dimethoxy-benzyl)-N-(2-hydroxypropyl)-2-(2,2,2-trifluoroacetylamino)-propionamide (3.64 g, 9.29 mmol) is dissolved in 25 mL of tetrahydrofuran. Triphenylphosphate (3.65 g, 14.0 mmol) is added, and the resulting mixture is cooled to 0° C. before diethyl azodicarboxylate (2.2 mL, 14 mmol) is added slowly. The resulting mixture is left to stir overnight. The reaction mixture is condensed, and the residue is purified by column chromatography (SiO2, 25% ethyl acetate/hexane). The desi... Starting materials: FC=1C=C(C=C(C1)F)[C@@H]1CN(C2(C(N1CC(=O)O)=O)COCCOC2)C ((R)-2-(3-(3,5-difluorophenyl)-1-methyl-5-oxo-8,11-dioxa-1,4-diazaspiro[5.6]dodecan-4-yl)-ethanoic acid), NC=1C=C2C[C@]3(C(NC4=NC=CC=C43)=O)CC2=CC1 ((R)-5-amino-1,3-dihydrospiro[inden-2,3′-pyrrolo[2,3-b]pyridin]-2′(1′H)-one), Cl.C(C)N=C=NCCCN(C)C (1-ethyl-3-(3-dimethylaminopropyl)carbodiimide-hydrochloride), C=1C=CC2=C(C1)N=NN2O (HOBT), TEA. The solvent is CN(C)C=O (DMF). Conditions: temperature 50 celsius, time 1 hour. Yields the product FC=1C=C(C=C(C1)F)[C@@H]1CN(C2(C(N1CC(=O)NC=1C=C3C[C@]4(C(NC5=NC=CC=C54)=O)CC3=CC1)=O)COCCOC2)C (2-((R)-3-(3,5-difluorophenyl)-1-methyl-5-oxo-8,11-dioxa-1,4-diazaspiro[5.6]dodecan-4-yl)-N-((R)-2′-oxo-1,1′,2′,3-tetrahydrospiro[inden-2,3′-pyrrolo[2,3-b]pyridin]-5-yl)acetamide). Reaction SMILES: [F:1][C:2]1[CH:3]=[C:4]([C@H:9]2[N:14]([CH2:15][C:16](O)=[O:17])[C:13](=[O:19])[C:12]3([CH2:25][O:24][CH2:23][CH2:22][O:21][CH2:20]3)[N:11]([CH3:26])[CH2:10]2)[CH:5]=[C:6]([F:8])[CH:7]=1.[NH2:27][C:28]1[CH:29]=[C:30]2[C:43](=[CH:44][CH:45]=1)[CH2:42][C@:32]1([C:40]3[C:35](=[N:36][CH:37]=[CH:38][CH:39]=3)[NH:34][C:33]1=[O:41])[CH2:31]2.Cl.C(N=C=NCCCN(C)C)C.C1C=CC2N(O)N=NC=2C=1>CN(C=O)C>[F:1][C:2]1[CH:3]=[C:4]([C@H:9]2[N:14]([CH2:15][C:16]([NH:27][C:28]3[CH:29]=[C:30]4[C:43](=[CH:44][CH:45]=3)[CH2:42][C@:32]3([C:40]5[C:35](=[N:36][CH:37]=[CH:38][CH:39]=5)[NH:34][C:33]3=[O:41])[CH2:31]4)=[O:17])[C:13](=[O:19])[C:12]3([CH2:25][O:24][CH2:23][CH2:22][O:21][CH2:20]3)[N:11]([CH3:26])[CH2:10]2)[CH:5]=[C:6]([F:8])[CH:7]=1 |f:2.3|. Procedure: 75 mg (0.20 mmol) (R)-2-(3-(3,5-difluorophenyl)-1-methyl-5-oxo-8,11-dioxa-1,4-diazaspiro[5.6]dodecan-4-yl)-ethanoic acid, 55 mg (0.22 mmol) (R)-5-amino-1,3-dihydrospiro[inden-2,3′-pyrrolo[2,3-b]pyridin]-2′(1′H)-one, 50 mg (0.26 mmol) 1-ethyl-3-(3-dimethylaminopropyl)carbodiimide-hydrochloride, 35 mg (0.26 mmol) HOBT, 0.07 ml (0.50 mmol) TEA and 1.5 ml DMF were stirred overnight at RT. The reaction mixture was concentrated by rotary evaporation. The residue was stirred with 15 ml of a 1.25M metha... The reactants are [N+](=O)([O-])C=1C=C(C=CC1OC)C=1OC2=C(N1)C=C(C=C2)Br (2-(3-nitro-4-methoxyphenyl)-5-bromobenzoxazole), ClC=1C=C(C=CC1)B(O)O (3-chlorophenylboronic acid). Product: [N+](=O)([O-])C=1C=C(C=CC1OC)C=1OC2=C(N1)C=C(C=C2)C2=CC(=CC=C2)Cl (2-(3-Nitro-4-methoxyphenyl)-5-(3-chlorophenyl)benzoxazole). Reported procedure: Prepared by the method of Example 15d), from 2-(3-nitro-4-methoxyphenyl)-5-bromobenzoxazole (200 mg, 0.57 mmol) and 3-chlorophenylboronic acid (134 mg, 0.86 mmol) the subtitle compound was obtained, (72 mg, 33%). 1H NMR (DMSO) δ 8.71(d, 1H), 8.53(dd, 1H), 8.19(d, 1H), 7.95(d, 1H), 7.88(t, 1H), 7.83(dd, 1H), 7.79(d, 1H), 7.70(d, 1H), 7.58(t, 1H), 7.52(d, 1H), 4.12(s, 3H). Reaction SMILES: [N+:1]([C:4]1[CH:5]=[C:6]([C:12]2[O:13][C:14]3[CH:20]=[CH:19][C:18](Br)=[CH:17][C:15]=3[N:16]=2)[CH:7]=[CH:8][C:9]=1[O:10][CH3:11])([O-:3])=[O:2].[Cl:22][C:23]1[CH:24]=[C:25](B(O)O)[CH:26]=[CH:27][CH:28]=1>>[N+:1]([C:4]1[CH:5]=[C:6]([C:12]2[O:13][C:14]3[CH:20]=[CH:19][C:18]([C:27]4[CH:26]=[CH:25][CH:24]=[C:23]([Cl:22])[CH:28]=4)=[CH:17][C:15]=3[N:16]=2)[CH:7]=[CH:8][C:9]=1[O:10][CH3:11])([O-:3])=[O:2].